Dataset: the Open Reaction Database (ORD), a public repository of structured organic reaction records. Task: describe an organic reaction: reactants, conditions, products, and yield RXN SMILES: Br[C:2]1[CH:3]=[N:4][N:5]([CH3:17])[C:6]=1[C:7]1[CH:8]=[C:9]([C:13]([O:15][CH3:16])=[O:14])[O:10][C:11]=1[CH3:12].[CH3:18]B1OB(C)OB(C)O1>CN(C)C=O.C1C=CC(P(C2C=CC=CC=2)[C-]2C=CC=C2)=CC=1.C1C=CC(P(C2C=CC=CC=2)[C-]2C=CC=C2)=CC=1.Cl[Pd]Cl.[Fe+2]>[CH3:17][N:5]1[C:6]([C:7]2[CH:8]=[C:9]([C:13]([O:15][CH3:16])=[O:14])[O:10][C:11]=2[CH3:12])=[C:2]([CH3:18])[CH:3]=[N:4]1 |f:3.4.5.6|. The product is CN1N=CC(=C1C=1C=C(OC1C)C(=O)OC)C (methyl 4-(1,4-dimethyl-1H-pyrazol-5-yl)-5-methyl-2-furancarboxylate). Reported procedure: A solution of methyl 4-(4-bromo-1-methyl-1H-pyrazol-5-yl)-5-methyl-2-furancarboxylate (130 mg, 0.43 mmol) potassium carbonate (300 mg, 2.17 mmol), PdCl2(dppf) (15.9 mg, 0.02 mmol) and trimethylboroxine (0.12 ml, 0.87 mmol) in N,N-Dimethylformamide (3.5 ml) was stirred at 110° C. in a sealed tube for 2 h. The reaction mixture was partitioned between H2O-DCM and the aqueous phase was washed several times with DCM. The combined organic fractions were dried over Na2SO4, concentrated and purified via... Run in CN(C=O)C (N,N-Dimethylformamide). The reagents and catalysts are C1=CC=C(C=C1)P([C-]2C=CC=C2)C3=CC=CC=C3.C1=CC=C(C=C1)P([C-]2C=CC=C2)C3=CC=CC=C3.Cl[Pd]Cl.[Fe+2] (PdCl2(dppf)). The reactants are BrC=1C=NN(C1C=1C=C(OC1C)C(=O)OC)C (methyl 4-(4-bromo-1-methyl-1H-pyrazol-5-yl)-5-methyl-2-furancarboxylate), CB1OB(OB(O1)C)C (trimethylboroxine). Reactants: CN1C(=NN=C1)[C@@H](CC(=O)OC)C1=CC=C(C=C1)OC1=CC=2CCCCC2C=C1 ((S)-Methyl 3-(4-methyl-4H-1,2,4-triazol-3-yl)-3-(4-(5,6,7,8-tetrahydronaphthalen-2-yloxy)phenyl)propanoate), [OH-].[Na+] (NaOH), Cl (HCl). Run in C1CCOC1.CO (THF MeOH). Run at time 8 hour. The product is CN1C(=NN=C1)[C@@H](CC(=O)O)C1=CC=C(C=C1)OC1=CC=2CCCCC2C=C1 ((S)-3-(4-Methyl-4H-1,2,4-triazol-3-yl)-3-(4-(5,6,7,8-tetrahydronaphthalen-2-yloxy)phenyl)propanoic acid). RXN SMILES: [CH3:1][N:2]1[CH:6]=[N:5][N:4]=[C:3]1[C@H:7]([C:13]1[CH:18]=[CH:17][C:16]([O:19][C:20]2[CH:29]=[CH:28][C:27]3[CH2:26][CH2:25][CH2:24][CH2:23][C:22]=3[CH:21]=2)=[CH:15][CH:14]=1)[CH2:8][C:9]([O:11]C)=[O:10].[OH-].[Na+].Cl>C1COCC1.CO>[CH3:1][N:2]1[CH:6]=[N:5][N:4]=[C:3]1[C@H:7]([C:13]1[CH:14]=[CH:15][C:16]([O:19][C:20]2[CH:29]=[CH:28][C:27]3[CH2:26][CH2:25][CH2:24][CH2:23][C:22]=3[CH:21]=2)=[CH:17][CH:18]=1)[CH2:8][C:9]([OH:11])=[O:10] |f:1.2,4.5|. Procedure details: A solution of 44.2 in THF/MeOH (1:1, 2 mL), is treated with 2N NaOH aqueous solution (1 mL) and stirred overnight at room temperature. The reaction mixture is acidified with aqueous 2N HCl and extracted with EtOAc to obtain 44, which is purified by preparative HPLC, eluting with 5˜95% ACN in water containing 0.1% TFA.